Task: describe an organic reaction: reactants, conditions, products, and yield. Dataset: the Open Reaction Database (ORD), a public repository of structured organic reaction records Starting materials: N1(C=CC=C1)C(C(=O)OCC)C (Ethyl 2-(1H-pyrrol-1-yl)propionate), S(=O)(=O)(Cl)Cl (sulphuryl chloride), ClCCl (dichloromethane). Yields the product ClC=1N(C(=CC1)Cl)C(C(=O)OCC)C (ethyl 2-(2,5-dichloro-1H-pyrrol-1-yl)propionate). Reaction SMILES: [N:1]1([CH:6]([CH3:12])[C:7]([O:9][CH2:10][CH3:11])=[O:8])C=[CH:4][CH:3]=[CH:2]1.S(Cl)([Cl:16])(=O)=O.Cl[CH2:19][Cl:20]>>[Cl:16][C:2]1[N:1]([CH:6]([CH3:12])[C:7]([O:9][CH2:10][CH3:11])=[O:8])[C:19]([Cl:20])=[CH:4][CH:3]=1. Reported procedure: Ethyl 2-(1H-pyrrol-1-yl)propionate (Ger. Offen. No. 2,305,632) in dichloromethane, maintained below 0° C., is treated with two equivalents of sulphuryl chloride to give ethyl 2-(2,5-dichloro-1H-pyrrol-1-yl)propionate. Treatment of this ester with ammonia in the manner of Example 1, gives 2-(2,5-dichloro-1H-pyrrol-1-yl)propionamide. Reactants: BrCC1=CC=C(CNC(OC(C)(C)C)=O)C=C1 (t-butyl N-[4-(bromomethyl)benzyl]carbamate), [Cl-].[NH4+] (ammonium chloride), C(C)(C)NC(C)C (diisopropylamine), solution, C(CCC)[Li] (n-butyllithium), O1C(CCC1)C(=O)OC (methyl tetrahydro-2-furancarboxylate). Solvent: O1CCCC1 (tetrahydrofuran), O (water), C(C)(=O)OCC (ethyl acetate), O1CCCC1 (tetrahydrofuran), CCCCCC (hexane), O1CCCC1 (tetrahydrofuran). Run at time 30 minute. Product: C(C)(C)(C)OC(=O)NCC1=CC=C(CC2(OCCC2)C(=O)OC)C=C1 (Methyl 2-[4-(t-butoxycarbonylaminomethyl)-benzyl]-tetrahydro-2-furancarboxylate). The yield is 68.8%. RXN SMILES: C(NC(C)C)(C)C.C([Li])CCC.[O:13]1[CH2:17][CH2:16][CH2:15][CH:14]1[C:18]([O:20][CH3:21])=[O:19].Br[CH2:23][C:24]1[CH:38]=[CH:37][C:27]([CH2:28][NH:29][C:30](=[O:36])[O:31][C:32]([CH3:35])([CH3:34])[CH3:33])=[CH:26][CH:25]=1.[Cl-].[NH4+]>O1CCCC1.CCCCCC.O.C(OCC)(=O)C>[C:32]([O:31][C:30]([NH:29][CH2:28][C:27]1[CH:37]=[CH:38][C:24]([CH2:23][C:14]2([C:18]([O:20][CH3:21])=[O:19])[CH2:15][CH2:16][CH2:17][O:13]2)=[CH:25][CH:26]=1)=[O:36])([CH3:35])([CH3:33])[CH3:34] |f:4.5|. Procedure details: To a solution of diisopropylamine in 10 ml of tetrahydrofuran was added 5.5 ml of 1.6 M solution of n-butyllithium in hexane at −78° C. under an atmosphere of nitrogen gas. After stirring for 30 minutes, a solution of 1.17 g of methyl tetrahydro-2-furancarboxylate in 10 ml of tetrahydrofuran was added dropwise. After stirring for further 30 minutes, a solution of 1.20 g of t-butyl N-[4-(bromomethyl)benzyl]carbamate in 20 ml of tetrahydrofuran was added dropwise, and the mixture was stirred at −7... The reactants are C(=O)(OCC)C1CC=2C(=NC(=NC2CC1)Cl)Cl (6-Carboethoxy-2,4-dichloro-5,6,7,8-tetrahydroquinazoline), CC(C)O (2-propanol), [OH-].[NH4+] (ammonium hydroxide). Run in O (H2O). Reaction conditions: temperature 130 celsius. The product is NC1=NC(=NC=2CCC(CC12)C(=O)OCC)Cl (4-Amino-6-carboethoxy-2-chloro-5,6,7,8-tetrahydroquinazoline). RXN SMILES: [C:1]([CH:6]1[CH2:15][CH2:14][C:13]2[N:12]=[C:11]([Cl:16])[N:10]=[C:9](Cl)[C:8]=2[CH2:7]1)([O:3][CH2:4][CH3:5])=[O:2].CC(O)C.[OH-].[NH4+:23]>O>[NH2:23][C:9]1[C:8]2[CH2:7][CH:6]([C:1]([O:3][CH2:4][CH3:5])=[O:2])[CH2:15][CH2:14][C:13]=2[N:12]=[C:11]([Cl:16])[N:10]=1 |f:2.3|. Reported procedure: A mixture of 6-Carboethoxy-2,4-dichloro-5,6,7,8-tetrahydroquinazoline (7.68 g), 2-propanol (7 mL) and 30% ammonium hydroxide (12 mL) was heated in a sealed tube at 130° C. for 20 min. The tube was cooled and 20 mL of H2O was added to the mixture. The solid which precipitated was collected and dried to yield 4-Amino-6-carboethoxy-2-chloro-5,6,7,8-tetrahydroquinazoline. The reactants are COc1c(C=O)cc(Br)cc1OC(F)(F)F, CCCCCC, CCOC(OCC)OCC. Yields the product CCOC(OCC)c1cc(Br)cc(OC(F)(F)F)c1OC. RXN SMILES: [Br:1][c:2]1[cH:3][c:4]([O:12][C:13]([F:14])([F:15])[F:16])[c:5]([O:10][CH3:11])[c:6]([CH:7]=[O:8])[cH:9]1.[CH3:27][CH2:28][CH2:29][CH2:30][CH2:31][CH3:32].[CH:17]([O:18][CH2:19][CH3:20])([O:21][CH2:22][CH3:23])[O:24][CH2:25][CH3:26]>>[Br:1][c:2]1[cH:3][c:4]([O:12][C:13]([F:14])([F:15])[F:16])[c:5]([O:10][CH3:11])[c:6]([CH:17]([O:21][CH2:22][CH3:23])[O:24][CH2:25][CH3:26])[cH:9]1.